This data is from the Open Reaction Database (ORD), a public repository of structured organic reaction records. The task is: describe an organic reaction: reactants, conditions, products, and yield The reactants are NNc1c(Cl)cc(C(F)(F)F)cc1Cl, CC(=O)C(=NO)C(=O)Nc1ccccc1. Product: CC(=NNc1c(Cl)cc(C(F)(F)F)cc1Cl)C(=NO)C(=O)Nc1ccccc1. RXN SMILES: [Cl:1][c:2]1[c:3]([NH:13][NH2:14])[c:4]([Cl:12])[cH:5][c:6]([C:8]([F:9])([F:10])[F:11])[cH:7]1.[OH:15][N:16]=[C:17]([C:18](=[O:19])[NH:20][c:21]1[cH:22][cH:23][cH:24][cH:25][cH:26]1)[C:27]([CH3:28])=[O:29]>>[Cl:1][c:2]1[c:3]([NH:13][N:14]=[C:27]([C:17](=[N:16][OH:15])[C:18](=[O:19])[NH:20][c:21]2[cH:22][cH:23][cH:24][cH:25][cH:26]2)[CH3:28])[c:4]([Cl:12])[cH:5][c:6]([C:8]([F:9])([F:10])[F:11])[cH:7]1. The reactants are O=C(O)CONC(=O)NCc1ccccc1, CCOC(OCC)C(C)N(Cc1cccc2cccnc12)C(=O)C(N)Cc1ccc(OC(C)(C)C)cc1. Yields the product CCOC(OCC)C(C)N(Cc1cccc2cccnc12)C(=O)C(Cc1ccc(OC(C)(C)C)cc1)NC(=O)CONC(=O)NCc1ccccc1. Reaction SMILES: [CH2:1]([c:2]1[cH:3][cH:4][cH:5][cH:6][cH:7]1)[NH:8][C:9]([NH:10][O:11][CH2:12][C:13](=[O:14])[OH:15])=[O:16].[NH2:17][CH:18]([C:19](=[O:20])[N:21]([CH2:22][c:23]1[cH:24][cH:25][cH:26][c:27]2[cH:28][cH:29][cH:30][n:31][c:32]12)[CH:33]([CH:34]([O:35][CH2:36][CH3:37])[O:38][CH2:39][CH3:40])[CH3:41])[CH2:42][c:43]1[cH:44][cH:45][c:46]([O:49][C:50]([CH3:51])([CH3:52])[CH3:53])[cH:47][cH:48]1>>[CH2:1]([c:2]1[cH:3][cH:4][cH:5][cH:6][cH:7]1)[NH:8][C:9]([NH:10][O:11][CH2:12][C:13](=[O:15])[NH:17][CH:18]([C:19](=[O:20])[N:21]([CH2:22][c:23]1[cH:24][cH:25][cH:26][c:27]2[cH:28][cH:29][cH:30][n:31][c:32]12)[CH:33]([CH:34]([O:35][CH2:36][CH3:37])[O:38][CH2:39][CH3:40])[CH3:41])[CH2:42][c:43]1[cH:44][cH:45][c:46]([O:49][C:50]([CH3:51])([CH3:52])[CH3:53])[cH:47][cH:48]1)=[O:16]. Starting materials: I[Si](C)(C)C (Iodotrimethylsilane), C(#N)C=1C(=NC=C(C1)C(F)(F)F)OC (3-cyano-2-methoxy-5-(trifluoromethyl)pyridine). Solvent: C(Cl)(Cl)Cl (chloroform). Conditions: time 8 hour. Product: C(#N)C=1C(=NC=C(C1)C(F)(F)F)O (3-Cyano-5-(trifluoromethyl)-2-pyridinol). Reaction SMILES: I[Si](C)(C)C.[C:6]([C:8]1[C:9]([O:18]C)=[N:10][CH:11]=[C:12]([C:14]([F:17])([F:16])[F:15])[CH:13]=1)#[N:7]>C(Cl)(Cl)Cl>[C:6]([C:8]1[C:9]([OH:18])=[N:10][CH:11]=[C:12]([C:14]([F:17])([F:15])[F:16])[CH:13]=1)#[N:7]. Procedure: Iodotrimethylsilane (6.2 ml, 0.044 mol) was added with stirring to a solution of 3.15 g (0.016 mol) of 3-cyano-2-methoxy-5-(trifluoromethyl)pyridine in 80 ml of chloroform under nitrogen and the mixture was allowed to stir at ambient temperature overnight. It was then concentrated by evaporation under reduced pressure and the residue partitioned between ether and 1N aqueous sodium hydroxide. The ethereal phase was extracted with more aqueous sodium hydroxide and the combined alkaline solutions w... Reactants: CCOC(=O)COc1cccc2c1CCC(Cn1nc(C(c3ccccc3)c3ccccc3)ccc1=O)C2, COCCOC, [Na+], [OH-]. The product is O=C(O)COc1cccc2c1CCC(Cn1nc(C(c3ccccc3)c3ccccc3)ccc1=O)C2. RXN SMILES: [CH2:1]([CH3:2])[O:3][C:4](=[O:5])[CH2:6][O:7][c:8]1[c:9]2[c:14]([cH:15][cH:16][cH:17]1)[CH2:13][CH:12]([CH2:18][n:19]1[n:20][c:21]([CH:26]([c:27]3[cH:28][cH:29][cH:30][cH:31][cH:32]3)[c:33]3[cH:34][cH:35][cH:36][cH:37][cH:38]3)[cH:22][cH:23][c:24]1=[O:25])[CH2:11][CH2:10]2.[CH3:41][O:42][CH2:43][CH2:44][O:45][CH3:46].[Na+:40].[OH-:39]>>[O:3]=[C:4]([OH:5])[CH2:6][O:7][c:8]1[c:9]2[c:14]([cH:15][cH:16][cH:17]1)[CH2:13][CH:12]([CH2:18][n:19]1[n:20][c:21]([CH:26]([c:27]3[cH:28][cH:29][cH:30][cH:31][cH:32]3)[c:33]3[cH:34][cH:35][cH:36][cH:37][cH:38]3)[cH:22][cH:23][c:24]1=[O:25])[CH2:11][CH2:10]2.